From a dataset of the Open Reaction Database (ORD), a public repository of structured organic reaction records. describe an organic reaction: reactants, conditions, products, and yield The reactants are COC1=CC=C(C=C1)C1=CC=CC=C1 (4-methoxybiphenyl), ClC=1C=C2C(C(NC2=CC1)=O)=O (5-chloroisatin). Yields the product ClC=1C=C2C(C(NC2=CC1)=O)(C=1C=C(C=CC1OC)C1=CC=CC=C1)O (5-chloro-3-hydroxy-3-(4-methoxybiphenyl-3-yl)-1,3-dihydro-2H-indol-2-one). Isolated yield 50.0%. RXN SMILES: [CH3:1][O:2][C:3]1[CH:8]=[CH:7][C:6]([C:9]2[CH:14]=[CH:13][CH:12]=[CH:11][CH:10]=2)=[CH:5][CH:4]=1.[Cl:15][C:16]1[CH:17]=[C:18]2[C:22](=[CH:23][CH:24]=1)[NH:21][C:20](=[O:25])[C:19]2=[O:26]>>[Cl:15][C:16]1[CH:17]=[C:18]2[C:22](=[CH:23][CH:24]=1)[NH:21][C:20](=[O:25])[C:19]2([OH:26])[C:4]1[CH:5]=[C:6]([C:9]2[CH:10]=[CH:11][CH:12]=[CH:13][CH:14]=2)[CH:7]=[CH:8][C:3]=1[O:2][CH3:1]. Reported procedure: With 18.4 g of 4-methoxybiphenyl and 15.1 g of 5-chloroisatin as starting materials, 15.2 g of the title compound (yellow solid) was obtained by a similar method to Step 245-1. Conditions: time 2 hour. Procedure details: To 60% sodium hydride (4.4 g) suspended in DMF (50 ml) was added dropwise under ice cooling a solution of 4-bromo-2,6-dimethylphenol (20 g) in DMF (100 ml). After stirring at room temperature for 2 hours under a nitrogen atmosphere, bromoethyl ethyl ether (12.3 ml) and sodium iodide (16.4 g) were added thereto, and the resulting mixture was heated overnight at 75° C. The reaction mixture was poured into water and was extracted with ethyl acetate. The organic layer was washed with water and an aq... Solvent: CN(C)C=O (DMF), CN(C)C=O (DMF), O (water). Product: BrC=1C=C(C(=C(C1)C)OCCOCC)C (5-bromo-2-(2-ethoxyethoxy)-1,3-dimethylbenzene). RXN SMILES: [H-].[Na+].[Br:3][C:4]1[CH:9]=[C:8]([CH3:10])[C:7]([OH:11])=[C:6]([CH3:12])[CH:5]=1.[CH2:13]([O:15][CH2:16][CH2:17]Br)[CH3:14].[I-].[Na+]>CN(C=O)C.O>[Br:3][C:4]1[CH:9]=[C:8]([CH3:10])[C:7]([O:11][CH2:14][CH2:13][O:15][CH2:16][CH3:17])=[C:6]([CH3:12])[CH:5]=1 |f:0.1,4.5|. Reactants: BrC1=CC(=C(C(=C1)C)O)C (4-bromo-2,6-dimethylphenol), [H-].[Na+] (sodium hydride), C(C)OCCBr (bromoethyl ethyl ether), [I-].[Na+] (sodium iodide). The reactants are CC(=O)OC(C)=O, COC(=O)C1C(C(O)C(Cl)(Cl)C(F)(F)F)C1(C)C, c1ccncc1. Product: COC(=O)C1C(C(OC(C)=O)C(Cl)(Cl)C(F)(F)F)C1(C)C. RXN SMILES: [CH3:19][C:20](=[O:21])[O:22][C:23](=[O:24])[CH3:25].[CH3:1][C:2]1([CH3:18])[CH:3]([C:14](=[O:15])[O:16][CH3:17])[CH:4]1[CH:5]([C:6]([C:7]([F:8])([F:9])[F:10])([Cl:11])[Cl:12])[OH:13].[cH:26]1[cH:27][cH:28][n:29][cH:30][cH:31]1>>[CH3:1][C:2]1([CH3:18])[CH:3]([C:14](=[O:15])[O:16][CH3:17])[CH:4]1[CH:5]([C:6]([C:7]([F:8])([F:9])[F:10])([Cl:11])[Cl:12])[O:13][C:20]([CH3:19])=[O:21]. Starting materials: O=C([O-])[O-], CCOC(=O)C(C)(C)Oc1ccc(O)cc1C, COCCc1nc(-c2ccc(C(F)(F)F)cc2)nc(C)c1CCl, [Cs+], [Cs+], CN(C)C=O. The product is CCOC(=O)C(C)(C)Oc1ccc(OCc2c(C)nc(-c3ccc(C(F)(F)F)cc3)nc2CCOC)cc1C. Reaction SMILES: [C:41](=[O:42])([O-:43])[O-:44].[CH2:24]([CH3:25])[O:26][C:27]([C:28]([CH3:29])([CH3:30])[O:31][c:32]1[c:33]([CH3:39])[cH:34][c:35]([OH:38])[cH:36][cH:37]1)=[O:40].[Cl:1][CH2:2][c:3]1[c:4]([CH2:20][CH2:21][O:22][CH3:23])[n:5][c:6](-[c:10]2[cH:11][cH:12][c:13]([C:16]([F:17])([F:18])[F:19])[cH:14][cH:15]2)[n:7][c:8]1[CH3:9].[Cs+:45].[Cs+:46].[O:47]=[CH:48][N:49]([CH3:50])[CH3:51]>>[CH2:2]([c:3]1[c:4]([CH2:20][CH2:21][O:22][CH3:23])[n:5][c:6](-[c:10]2[cH:11][cH:12][c:13]([C:16]([F:17])([F:18])[F:19])[cH:14][cH:15]2)[n:7][c:8]1[CH3:9])[O:38][c:35]1[cH:34][c:33]([CH3:39])[c:32]([O:31][C:28]([C:27]([O:26][CH2:24][CH3:25])=[O:40])([CH3:29])[CH3:30])[cH:37][cH:36]1. The reactants are C(C1=CC=CC=C1)(=O)Cl (Benzoyl chloride), ClCC(N)=NO (2-chloro-N′-hydroxyacetimidamide), TEA. Run in C(Cl)Cl (DCM), O (water), C(Cl)Cl (DCM). Reaction conditions: time 30 minute. Product: ClCC1=NOC(=N1)C1=CC=CC=C1 (3-(chloromethyl)-5-phenyl-1,2,4-oxadiazole). Yield: 44.8%. As a reaction SMILES: [C:1](Cl)(=[O:8])[C:2]1[CH:7]=[CH:6][CH:5]=[CH:4][CH:3]=1.[Cl:10][CH2:11][C:12](=[N:14]O)[NH2:13]>C(Cl)Cl.O>[Cl:10][CH2:11][C:12]1[N:14]=[C:1]([C:2]2[CH:7]=[CH:6][CH:5]=[CH:4][CH:3]=2)[O:8][N:13]=1. Procedure details: Benzoyl chloride (1.60 ml, 13.8 mmol) was added to a suspension of 2-chloro-N′-hydroxyacetimidamide (1.0 g, 9.21 mmol) in DCM (25 ml), with stirring at room temperature. After 30 minutes, TEA (1.41 ml, 10.1 mmol) was added to the white suspension and the mixture was stirred for 30 additional minutes (UPLC-MS: complete conversion). The solution was diluted with DCM (20 ml) and water (30 ml) was added. The aqueous phase was extracted three times with DCM (15 ml×3) and then the combined organic pha... Starting materials: O=C([O-])[O-], CN(C)C=O, ClCc1coc(-c2ccccc2)n1, [K+], [K+], O, COC(=O)CCC(=NOCc1ccc(O)cc1)c1ccccc1. Yields the product COC(=O)CCC(=NOCc1ccc(OCc2coc(-c3ccccc3)n2)cc1)c1ccccc1. Reaction SMILES: [C:37](=[O:38])([O-:39])[O-:40].[CH3:43][N:44]([CH3:45])[CH:46]=[O:47].[Cl:1][CH2:2][c:3]1[n:4][c:5](-[c:8]2[cH:9][cH:10][cH:11][cH:12][cH:13]2)[o:6][cH:7]1.[K+:41].[K+:42].[OH2:48].[OH:14][c:15]1[cH:16][cH:17][c:18]([CH2:19][O:20][N:21]=[C:22]([CH2:23][CH2:24][C:25](=[O:26])[O:27][CH3:28])[c:29]2[cH:30][cH:31][cH:32][cH:33][cH:34]2)[cH:35][cH:36]1>>[CH2:2]([c:3]1[n:4][c:5](-[c:8]2[cH:9][cH:10][cH:11][cH:12][cH:13]2)[o:6][cH:7]1)[O:14][c:15]1[cH:16][cH:17][c:18]([CH2:19][O:20][N:21]=[C:22]([CH2:23][CH2:24][C:25](=[O:26])[O:27][CH3:28])[c:29]2[cH:30][cH:31][cH:32][cH:33][cH:34]2)[cH:35][cH:36]1.